From a dataset of the Open Reaction Database (ORD), a public repository of structured organic reaction records. describe an organic reaction: reactants, conditions, products, and yield Reactants: ClC1=NC(=NC(=C1)Cl)NC1=CC=C(C=C1)OC(F)(F)F ((4,6-Dichloro-pyrimidin-2-yl)-(4-trifluoromethoxy-phenyl)-amine), FC1=CC=C(C=C1)B(O)O (4-fluoro-phenyl boronic acid), C([O-])([O-])=O.[Na+].[Na+] (sodium carbonate). The reagents and catalysts are CC(=O)[O-].CC(=O)[O-].[Pd+2] (Pd(OAc)2). Solvent: CN(C)C=O (DMF). Yields the product FC1=CC=C(C=C1)C1=NC(=NC(=C1)C1=CC=C(C=C1)F)NC1=CC=C(C=C1)OC(F)(F)F ([4,6-bis-(4-fluoro-phenyl)-pyrimidin-2-yl]-(4-trifluoromethoxy-phenyl)-amine). Reaction SMILES: Cl[C:2]1[CH:7]=[C:6](Cl)[N:5]=[C:4]([NH:9][C:10]2[CH:15]=[CH:14][C:13]([O:16][C:17]([F:20])([F:19])[F:18])=[CH:12][CH:11]=2)[N:3]=1.[F:21][C:22]1[CH:27]=[CH:26][C:25](B(O)O)=[CH:24][CH:23]=1.C(=O)([O-])[O-].[Na+].[Na+]>CC([O-])=O.CC([O-])=O.[Pd+2].CN(C=O)C>[F:21][C:22]1[CH:27]=[CH:26][C:25]([C:2]2[CH:7]=[C:6]([C:25]3[CH:26]=[CH:27][C:22]([F:21])=[CH:23][CH:24]=3)[N:5]=[C:4]([NH:9][C:10]3[CH:15]=[CH:14][C:13]([O:16][C:17]([F:20])([F:19])[F:18])=[CH:12][CH:11]=3)[N:3]=2)=[CH:24][CH:23]=1 |f:2.3.4,5.6.7|. Procedure: (4,6-Dichloro-pyrimidin-2-yl)-(4-trifluoromethoxy-phenyl)-amine (0.3 g, 0.92 mmol) was reacted with 4-fluoro-phenyl boronic acid (0.25 g, 1.8 mmol) in presence of a catalyst Pd(OAc)2 (7 mg, 0.02 mmol) and sodium carbonate (0.78 g, 7.4 mmol) in a solvent DMF (10 mL) at 80° C. for 12 hours. Followed by work up and column purification to yield [4,6-bis-(4-fluoro-phenyl)-pyrimidin-2-yl]-(4-trifluoromethoxy-phenyl)-amine. The product is Cc1cc(C2CNCCO2)ccc1NC(=O)Nc1ccc(Cl)nc1. RXN SMILES: [CH3:42][C:43]#[N:44].[Cl:8][c:9]1[cH:10][cH:11][c:12]([NH:15][C:16]([NH:17][c:18]2[c:19]([CH3:37])[cH:20][c:21]([CH:24]3[O:25][CH2:26][CH2:27][N:28]([C:30]([O:31][C:32]([CH3:33])([CH3:34])[CH3:35])=[O:36])[CH2:29]3)[cH:22][cH:23]2)=[O:38])[cH:13][n:14]1.[Na+:40].[OH-:39].[OH2:41].[OH:1][C:2]([C:3]([F:4])([F:5])[F:6])=[O:7]>>[Cl:8][c:9]1[cH:10][cH:11][c:12]([NH:15][C:16]([NH:17][c:18]2[c:19]([CH3:37])[cH:20][c:21]([CH:24]3[O:25][CH2:26][CH2:27][NH:28][CH2:29]3)[cH:22][cH:23]2)=[O:38])[cH:13][n:14]1. The reactants are CC#N, Cc1cc(C2CN(C(=O)OC(C)(C)C)CCO2)ccc1NC(=O)Nc1ccc(Cl)nc1, [Na+], [OH-], O, O=C(O)C(F)(F)F. Reactants: O=C(O)c1ccc(Br)c(OCC2CC2)n1, NC(=O)C(N)CC1CC1. Product: NC(=O)C(CC1CC1)NC(=O)c1ccc(Br)c(OCC2CC2)n1. RXN SMILES: [Br:1][c:2]1[cH:3][cH:4][c:5]([C:13](=[O:14])[OH:15])[n:6][c:7]1[O:8][CH2:9][CH:10]1[CH2:11][CH2:12]1.[NH2:16][CH:17]([C:18](=[O:19])[NH2:20])[CH2:21][CH:22]1[CH2:23][CH2:24]1>>[Br:1][c:2]1[cH:3][cH:4][c:5]([C:13](=[O:15])[NH:16][CH:17]([C:18](=[O:19])[NH2:20])[CH2:21][CH:22]2[CH2:23][CH2:24]2)[n:6][c:7]1[O:8][CH2:9][CH:10]1[CH2:11][CH2:12]1. Starting materials: ClC=1C=C(C=C(C1F)Cl)C(F)(F)F (3,5-dichloro-4-fluorobenzotrifluoride), C(=C)C1=CNC2=CC=CC=C12 (3-ethenylindole), C([O-])([O-])=O.[K+].[K+] (potassium carbonate). Solvent: CN(C=O)C (dimethylformamide), O (water). Conditions: temperature 90 celsius, time 8 hour. Product: ClC1=C(C(=CC(=C1)C(F)(F)F)Cl)N1C=C(C2=CC=CC=C12)C#C (1-(2,6-Dichloro-4-trifluoromethylphenyl)-3-ethynylindole). Isolated yield 18.1%. Reaction SMILES: [Cl:1][C:2]1[CH:3]=[C:4]([C:10]([F:13])([F:12])[F:11])[CH:5]=[C:6]([Cl:9])[C:7]=1F.[CH:14]([C:16]1[C:24]2[C:19](=[CH:20][CH:21]=[CH:22][CH:23]=2)[NH:18][CH:17]=1)=[CH2:15].C(=O)([O-])[O-].[K+].[K+]>CN(C)C=O.O>[Cl:1][C:2]1[CH:3]=[C:4]([C:10]([F:13])([F:12])[F:11])[CH:5]=[C:6]([Cl:9])[C:7]=1[N:18]1[C:19]2[C:24](=[CH:23][CH:22]=[CH:21][CH:20]=2)[C:16]([C:14]#[CH:15])=[CH:17]1 |f:2.3.4|. Reported procedure: To a solution of 3,5-dichloro-4-fluorobenzotrifluoride (4.79 g) in dimethylformamide (25 ml) was added 3-ethenylindole (2.9 g) and potassium carbonate (2.84 g), the mixture was heated at 90° C. for 3 hours under an atmosphere of nitrogen and then left to stir overnight at room temperature. The reaction was diluted with water (100 ml) and extracted with hexane (2×100ml). The organic fractions were separated, combined, evaporated to dryness and purified by column chromatography on silica gel (300 ... Starting materials: C(C)(=O)O[BH-](OC(C)=O)OC(C)=O.[Na+] (sodium triacetoxyborohydride), N[C@H](C(=O)N1CCCC1)CC ((S)-2-amino-1-(pyrrolidin-1-yl)butan-1-one), C(=O)C1=C2C(=NC=C1)N(C=C2C(=O)OC)C(=O)OC(C)(C)C (1-tert-butyl 3-methyl 4-formyl-1H-pyrrolo[2,3-b]pyridine-1,3-dicarboxylate). Reagents/catalysts: C(C)(=O)O (acetic acid). The solvent is ClCCCl (DCE), ClCCCl (DCE). Reaction conditions: time 30 minute. Product: O=C([C@H](CC)NCC1=C2C(=NC=C1)N(C=C2C(=O)OC)C(=O)OC(C)(C)C)N2CCCC2 ((S)-1-tert-butyl 3-methyl 4-((1-oxo-1-(pyrrolidin-1-yl)butan-2-ylamino)methyl)-1H-pyrrolo[2,3-b]pyridine-1,3-dicarboxylate). The yield is 28.4%. Reaction SMILES: C(O[BH-](OC(=O)C)OC(=O)C)(=O)C.[Na+].[NH2:15][C@@H:16]([CH2:24][CH3:25])[C:17]([N:19]1[CH2:23][CH2:22][CH2:21][CH2:20]1)=[O:18].[CH:26]([C:28]1[CH:33]=[CH:32][N:31]=[C:30]2[N:34]([C:41]([O:43][C:44]([CH3:47])([CH3:46])[CH3:45])=[O:42])[CH:35]=[C:36]([C:37]([O:39][CH3:40])=[O:38])[C:29]=12)=O>ClCCCl.C(O)(=O)C>[O:18]=[C:17]([N:19]1[CH2:23][CH2:22][CH2:21][CH2:20]1)[C@@H:16]([NH:15][CH2:26][C:28]1[CH:33]=[CH:32][N:31]=[C:30]2[N:34]([C:41]([O:43][C:44]([CH3:47])([CH3:46])[CH3:45])=[O:42])[CH:35]=[C:36]([C:37]([O:39][CH3:40])=[O:38])[C:29]=12)[CH2:24][CH3:25] |f:0.1|. Reported procedure: A mixture of sodium triacetoxyborohydride (279 mg, 1.315 mmol) and (S)-2-amino-1-(pyrrolidin-1-yl)butan-1-one (123 mg, 0.789 mmol) in DCE (2 mL) was stirred at room temperature for 30 min. The reaction mixture was cooled to 0° C. A solution of 1-tert-butyl 3-methyl 4-formyl-1H-pyrrolo[2,3-b]pyridine-1,3-dicarboxylate (200 mg, 0.657 mmol) in DCE (2 mL) was added, followed by acetic acid (1 drop). The reaction was stirred at 0° C. for 30 min and then at room temperature for 3 h. Purification by si... Reactants: vinyl enolate, BrN1C(CCC1=O)=O (N-bromosuccinimide), ClC1=NC=CC(=C1)F (2-chloro-4-fluoropyridine), C(CCC)[Sn](C(=C)OCC)(CCCC)CCCC (tributyl(1-ethoxyvinyl)tin). Reagents/catalysts: [Pd].C1(=CC=CC=C1)P(C1=CC=CC=C1)C1=CC=CC=C1.C1(=CC=CC=C1)P(C1=CC=CC=C1)C1=CC=CC=C1.C1(=CC=CC=C1)P(C1=CC=CC=C1)C1=CC=CC=C1.C1(=CC=CC=C1)P(C1=CC=CC=C1)C1=CC=CC=C1 (Tetrakis(triphenylphosphine) palladium(0)). The solvent is C1(=CC=CC=C1)C (Toluene), C(C)(=O)OCC (ethyl acetate). Reaction conditions: temperature 110 celsius, time 1 hour. Product: BrCC(=O)C1=NC=CC(=C1)F (2-bromo-1-(4-fluoropyridin-2-yl)ethanone). Isolated yield 84.5%. RXN SMILES: Cl[C:2]1[CH:7]=[C:6]([F:8])[CH:5]=[CH:4][N:3]=1.C([Sn](CCCC)(CCCC)[C:14]([O:16]CC)=[CH2:15])CCC.[Br:27]N1C(=O)CCC1=O>C1(C)C=CC=CC=1.C(OCC)(=O)C.[Pd].C1(P(C2C=CC=CC=2)C2C=CC=CC=2)C=CC=CC=1.C1(P(C2C=CC=CC=2)C2C=CC=CC=2)C=CC=CC=1.C1(P(C2C=CC=CC=2)C2C=CC=CC=2)C=CC=CC=1.C1(P(C2C=CC=CC=2)C2C=CC=CC=2)C=CC=CC=1>[Br:27][CH2:16][C:14]([C:2]1[CH:7]=[C:6]([F:8])[CH:5]=[CH:4][N:3]=1)=[O:15] |f:5.6.7.8.9|. Reported procedure: Tetrakis(triphenylphosphine) palladium(0) (0.439 g, 0.380 mmol) was added to a solution containing 2-chloro-4-fluoropyridine (1 g, 7.60 mmol) and tributyl(1-ethoxyvinyl)tin (2.59 ml, 7.60 mmol) in Toluene (15.21 ml). In a capped vial, the reaction was heated to 110° C. for overnight. LC/MS verified that the vinyl enolate intermediate formed. The reaction was cooled to room temperature, filtered thru a plug of Celite and the filtrate concentrated. The resulting residue was diluted with THF (20 mL... The reactants are ClC=1C=C(C=CC1Cl)C1(CCC1)C(CCC)N (1-[1-(3,4-dichlorophenyl)cyclobutyl]butylamine), C(C=C)(=O)OC (methyl acrylate), C(C=C)(=O)OC (Methyl acrylate). Solvent: C1(=CC=CC=C1)C (toluene). Run at time 20 hour. Yields the product ClC=1C=C(C=CC1Cl)C1(CCC1)C(CCC)NCCC(=O)OC (methyl 3-{1-[1-(3,4-dichlorophenyl)cyclobutyl]butylamino}propanoate). As a reaction SMILES: [Cl:1][C:2]1[CH:3]=[C:4]([C:9]2([CH:13]([NH2:17])[CH2:14][CH2:15][CH3:16])[CH2:12][CH2:11][CH2:10]2)[CH:5]=[CH:6][C:7]=1[Cl:8].[C:18]([O:22][CH3:23])(=[O:21])[CH:19]=[CH2:20]>C1(C)C=CC=CC=1>[Cl:1][C:2]1[CH:3]=[C:4]([C:9]2([CH:13]([NH:17][CH2:20][CH2:19][C:18]([O:22][CH3:23])=[O:21])[CH2:14][CH2:15][CH3:16])[CH2:12][CH2:11][CH2:10]2)[CH:5]=[CH:6][C:7]=1[Cl:8]. Reported procedure: A mixture of 1-[1-(3,4-dichlorophenyl)cyclobutyl]butylamine (2 g), methyl acrylate (2 g) and toluene (10 ml) was heated under reflux with stirring for a total of 20 hours. Methyl acrylate (0.5 ml) was added, and heating under reflux and stirring were continued for 3 days. The solvent was removed in vacuo, and the oily residue as purified by chromatography on a silica column using a mixture of 9 parts petroleum ether (b.p. 40°-60°) and 1 part acetone as eluant. From the eluate methyl 3-{1-[1-(3,4... The reactants are C(C)O (ethanol), CON(C(=O)C1=NC=C(C=C1N(COC)S(=O)(=O)C1=CC(=C(C=C1)Cl)C(F)(F)F)Cl)C (5-chloro-3-[(4-chloro-3-trifluoromethyl-benzenesulfonyl)-methoxymethyl-amino]-pyridine-2-carboxylic acid methoxy-methyl-amide), IC=1C2=C(N=CN1)N(C=C2)C (4-iodo-7-methyl-7H-pyrrolo[2,3-d]pyrimidine), Cl (hydrochloric acid), ketone. Run in C1CCOC1 (THF), C(C)(C)[Mg]Cl (isopropylmagnesium chloride), C1CCOC1 (THF). Yields the product ClC1=C(C=C(C=C1)S(=O)(=O)NC=1C(=NC=C(C1)Cl)C(=O)C=1C2=C(N=CN1)N(C=C2)C)C(F)(F)F (4-Chloro-N-[5-chloro-2-(7-methyl-7H-pyrrolo[2,3-d]pyrimidine-4-carbonyl)-pyridin-3-yl]-3-trifluoromethyl-benzenesulfonamide). Reaction SMILES: CON(C)[C:4]([C:6]1[C:11]([N:12]([S:16]([C:19]2[CH:24]=[CH:23][C:22]([Cl:25])=[C:21]([C:26]([F:29])([F:28])[F:27])[CH:20]=2)(=[O:18])=[O:17])COC)=[CH:10][C:9]([Cl:30])=[CH:8][N:7]=1)=[O:5].I[C:33]1[C:34]2[CH:41]=[CH:40][N:39]([CH3:42])[C:35]=2[N:36]=[CH:37][N:38]=1.C(O)C.Cl>C1COCC1.C([Mg]Cl)(C)C>[Cl:25][C:22]1[CH:23]=[CH:24][C:19]([S:16]([NH:12][C:11]2[C:6]([C:4]([C:33]3[C:34]4[CH:41]=[CH:40][N:39]([CH3:42])[C:35]=4[N:36]=[CH:37][N:38]=3)=[O:5])=[N:7][CH:8]=[C:9]([Cl:30])[CH:10]=2)(=[O:18])=[O:17])=[CH:20][C:21]=1[C:26]([F:27])([F:29])[F:28]. Reported procedure: Prepared from 227 mg (0.45 mmol) of 5-chloro-3-[(4-chloro-3-trifluoromethyl-benzenesulfonyl)-methoxymethyl-amino]-pyridine-2-carboxylic acid methoxy-methyl-amide, 129 mg (0.45 mmol) of 90% 4-iodo-7-methyl-7H-pyrrolo[2,3-d]pyrimidine dissolved in 2 mL THF with 0.23 mL of 2 M isopropylmagnesium chloride solution in THF added. All of the resulting intermediate ketone (80 mg) was used in the second step with 2 mL ethanol and 2 mL 6N hydrochloric acid mixture to give after purification 45 mg of the f...